From a dataset of the Open Reaction Database (ORD), a public repository of structured organic reaction records. describe an organic reaction: reactants, conditions, products, and yield Starting materials: ClC=1C=C(C=NC1)C1=NC(=CC2=C1N(C(=N2)N2[C@@H](C[C@H](C2)OC)C(C)C)C[C@@H]2CC[C@H](CC2)C)C(N)=NO (4-(5-chloropyridin-3-yl)-N′-hydroxy-2-[(2S,4R)-4-methoxy-2-(propan-2-yl)pyrrolidin-1-yl]-3-[(trans-4-methylcyclohexyl)methyl]-3H-imidazo[4,5-c]pyridine-6-carboximidamide), C(=O)(N1C=NC=C1)N1C=NC=C1 (1,1′-carbonyldiimidazole), N12CCCCCC2=NCCC1 (1,8-diazabicyclo[5.4.0]undec-7-ene). The solvent is C(C)#N (acetonitrile). Run at time 1 hour. Product: ethyl acetate hexanes, ClC=1C=C(C=NC1)C1=NC(=CC2=C1N(C(=N2)N2[C@@H](C[C@H](C2)OC)C(C)C)C[C@@H]2CC[C@H](CC2)C)C2=NOC(N2)=O (3-{4-(5-chloropyridin-3-yl)-2-[(2S,4R)-4-methoxy-2-(propan-2-yl)pyrrolidin-1-yl]-3-[(trans-4-methylcyclohexyl)methyl]-3H-imidazo[4,5-c]pyridin-6-yl}-1,2,4-oxadiazol-5(4H)-one). Yield: 0.0%. As a reaction SMILES: [Cl:1][C:2]1[CH:3]=[C:4]([C:8]2[C:13]3[N:14]([CH2:27][C@H:28]4[CH2:33][CH2:32][C@H:31]([CH3:34])[CH2:30][CH2:29]4)[C:15]([N:17]4[CH2:21][C@H:20]([O:22][CH3:23])[CH2:19][C@H:18]4[CH:24]([CH3:26])[CH3:25])=[N:16][C:12]=3[CH:11]=[C:10]([C:35](=[N:37][OH:38])[NH2:36])[N:9]=2)[CH:5]=[N:6][CH:7]=1.[C:39](N1C=CN=C1)(N1C=CN=C1)=[O:40].N12CCCN=C1CCCCC2>C(#N)C>[Cl:1][C:2]1[CH:3]=[C:4]([C:8]2[C:13]3[N:14]([CH2:27][C@H:28]4[CH2:33][CH2:32][C@H:31]([CH3:34])[CH2:30][CH2:29]4)[C:15]([N:17]4[CH2:21][C@H:20]([O:22][CH3:23])[CH2:19][C@H:18]4[CH:24]([CH3:25])[CH3:26])=[N:16][C:12]=3[CH:11]=[C:10]([C:35]3[NH:36][C:39](=[O:40])[O:38][N:37]=3)[N:9]=2)[CH:5]=[N:6][CH:7]=1. Procedure details: To a solution of 4-(5-chloropyridin-3-yl)-N′-hydroxy-2-[(2S,4R)-4-methoxy-2-(propan-2-yl)pyrrolidin-1-yl]-3-[(trans-4-methylcyclohexyl)methyl]-3H-imidazo[4,5-c]pyridine-6-carboximidamide (79 mg, 0.146 mmol) and 1,1′-carbonyldiimidazole (26.1 mg, 0.161 mmol) dissolved in acetonitrile (1 mL) was added 1,8-diazabicyclo[5.4.0]undec-7-ene (0.087 mL, 0.585 mmol). The reaction mixture was stirred at room temperature for 1 hour. The reaction was washed with water and extracted with dichloromethane. The ...